This data is from the Open Reaction Database (ORD), a public repository of structured organic reaction records. The task is: describe an organic reaction: reactants, conditions, products, and yield The reactants are BrC1=CC2=C(C=C1)N1C3=C2C=C(C=C3C(C=3C=CC=CC13)(C)C)Br (3,6-dibromo-8,8-dimethyl-8H-indolo[3,2,1-de]acridine), Pd(PPh)3, C1(=CC=CC=C1)B(O)O (phenylboronic acid), C(=O)(O)[O-].[Na+] (NaHCO3). Solvent: C1(=CC=CC=C1)C (toluene), C(C)O (ethanol). The product is CC1(C=2C=CC=CC2N2C3=C(C=C(C=C13)C1=CC=CC=C1)C=1C=C(C=CC12)C1=CC=CC=C1)C (8,8-Dimethyl-3,6-diphenyl-8H-indolo[3,2,1-de]acridine). Reaction SMILES: Br[C:2]1[CH:7]=[CH:6][C:5]2[N:8]3[C:21]4[CH:20]=[CH:19][CH:18]=[CH:17][C:16]=4[C:15]([CH3:23])([CH3:22])[C:14]4[C:9]3=[C:10]([CH:11]=[C:12](Br)[CH:13]=4)[C:4]=2[CH:3]=1.[C:25]1(B(O)O)[CH:30]=[CH:29][CH:28]=[CH:27][CH:26]=1.C([O-])(O)=O.[Na+]>C1(C)C=CC=CC=1.C(O)C>[CH3:23][C:15]1([CH3:22])[C:14]2[C:9]3=[C:10]([C:4]4[CH:3]=[C:2]([C:2]5[CH:7]=[CH:6][CH:5]=[CH:4][CH:3]=5)[CH:7]=[CH:6][C:5]=4[N:8]3[C:21]3[CH:20]=[CH:19][CH:18]=[CH:17][C:16]1=3)[CH:11]=[C:12]([C:25]1[CH:30]=[CH:29][CH:28]=[CH:27][CH:26]=1)[CH:13]=2 |f:2.3|. Procedure: 19.8 g (45 mmol) of 3,6-dibromo-8,8-dimethyl-8H-indolo[3,2,1-de]acridine, 11.4 g (94 mmol) of phenylboronic acid and 164 ml of saturated NaHCO3 solution are suspended in 1500 ml of toluene and 150 ml of ethanol. 1.9 g (1.6 mmol) of Pd(PPh)3 are added to this suspension, and the reaction mixture is heated under reflux for 16 h. After cooling, the organic phase is separated off, filtered through silica gel, washed three times with 200 ml of water and subsequently evaporated to dryness. Run in O (water), CN(C=O)C (N,N-dimethylformamide). Reaction SMILES: [N:1]1[CH:6]=[CH:5][CH:4]=[CH:3][C:2]=1[CH2:7][NH:8][C:9](=[O:21])[C:10]1[CH:15]=[CH:14][C:13]([NH:16][C:17](=[O:19])[CH3:18])=[C:12]([NH2:20])[CH:11]=1.[CH2:22]1[O:32][C:31]2[CH:30]=[CH:29][C:26]([CH2:27]Cl)=[CH:25][C:24]=2[O:23]1.C(=O)([O-])O.[Na+].C(Cl)(Cl)Cl>CN(C)C=O.O>[N:1]1[CH:6]=[CH:5][CH:4]=[CH:3][C:2]=1[CH2:7][NH:8][C:9](=[O:21])[C:10]1[CH:15]=[CH:14][C:13]([NH:16][C:17](=[O:19])[CH3:18])=[C:12]([NH:20][CH2:27][C:26]2[CH:29]=[CH:30][C:31]3[O:32][CH2:22][O:23][C:24]=3[CH:25]=2)[CH:11]=1 |f:2.3|. The yield is 41.6%. Run at temperature 80 celsius, time 4 hour. Yields the product N1=C(C=CC=C1)CNC(C1=CC(=C(C=C1)NC(C)=O)NCC1=CC2=C(C=C1)OCO2)=O (N-(2-pyridylmethyl)-4-acetylamino-3-(3,4-methylenedioxybenzylamino)benzamide). Procedure details: A solution of 0.80 g of N-(2-pyridylmethyl)-4-acetylamino-3-aminobenzamide in 10 ml of N,N-dimethylformamide were added 0.962 g of 3,4-methylenedioxybenzyl chloride and 0.710 g of sodium hydrogencarbonate, and the mixture was stirred at 80° C. for 4 hours. Chloroform and water were added to the reaction solution, and the chloroform extraction was conducted. The organic layer was washed with water, concentrated, and purified through silica-gel column chromatography (eluent: a mixture of ethyl ace... The reactants are C(Cl)(Cl)Cl (Chloroform), N1=C(C=CC=C1)CNC(C1=CC(=C(C=C1)NC(C)=O)N)=O (N-(2-pyridylmethyl)-4-acetylamino-3-aminobenzamide), C1OC=2C=C(CCl)C=CC2O1 (3,4-methylenedioxybenzyl chloride), C(O)([O-])=O.[Na+] (sodium hydrogencarbonate). The reactants are C12CC3CC(CC(C1)C3)C2 (adamantane), ON1C(C=2C(C1=O)=CC=CC2)=O (N-hydroxyphthalimide), C(C)(C)(C)OO (TBHP), S(=O)=O (sulfur dioxide), O=O (oxygen), C12CC3CC(CC(C1)C3)C2 (adamantane). Reagents/catalysts: [O-][V](=O)([O-])[O-].[Na+].[Na+].[Na+] (vanadyl), C/C(=C\C(=O)C)/O.C/C(=C\C(=O)C)/O.O=[V] (VO(acac) 2). Run in C(C)(=O)O (acetic acid). Yields the product C12C(C3CC(CC(C1)C3)C2)=O (2-adamantanone). The yield is 3.0%. RXN SMILES: [CH:1]12[CH2:10][CH:5]3[CH2:6][CH:7]([CH2:9][CH:3]([CH2:4]3)[CH2:2]1)[CH2:8]2.[OH:11]N1C(=O)C2=CC=CC=C2C1=O.C(OO)(C)(C)C.S(=O)=O.O=O>[O-][V]([O-])([O-])=O.[Na+].[Na+].[Na+].C/C(/O)=C\C(C)=O.C/C(/O)=C\C(C)=O.O=[V].C(O)(=O)C>[CH:1]12[CH2:10][CH:5]3[CH2:6][CH:7]([CH2:9][CH:3]([CH2:4]3)[C:2]1=[O:11])[CH2:8]2 |f:5.6.7.8,9.10.11|. Reported procedure: A mixture of 2 mmol of adamantane, 0.2 mmol of N-hydroxyphthalimide, 0.01 mmol of vanadyl acetylacetonato [VO(acac) 2 ], 0.02 mmol of TBHP (t-butyl hydroperoxide), and 5 ml of acetic acid was stirred at 25° C. in a sulfur dioxide (SO2) (0.5 atm) and oxygen (0.5 atm) atmosphere for 20 hours. A gas chromatographic analysis of a reaction mixture revealed that the conversion rate of adamantane was 53% and that 2-adamantanone was formed in a yield of 3%. The reaction mixture was extracted with water,... The reactants are COc1cccc(C2=CCC(O)CC2CN(C)C)c1, Cl, [Pd]. Product: COc1cccc(C2CCC(O)CC2CN(C)C)c1. As a reaction SMILES: [CH3:2][N:3]([CH3:4])[CH2:5][CH:6]1[C:7]([c:13]2[cH:14][c:15]([O:19][CH3:20])[cH:16][cH:17][cH:18]2)=[CH:8][CH2:9][CH:10]([OH:12])[CH2:11]1.[ClH:1].[Pd:21]>>[CH3:2][N:3]([CH3:4])[CH2:5][CH:6]1[CH:7]([c:13]2[cH:14][c:15]([O:19][CH3:20])[cH:16][cH:17][cH:18]2)[CH2:8][CH2:9][CH:10]([OH:12])[CH2:11]1. Reactants: [N-]=[N+]=NCC(O)CN1CCC(Oc2ccc(Cl)c(Cl)c2)CC1, C1CCOC1, c1ccc(P(c2ccccc2)c2ccccc2)cc1. The product is NCC(O)CN1CCC(Oc2ccc(Cl)c(Cl)c2)CC1. RXN SMILES: [N:1](=[N+:2]=[N-:3])[CH2:4][CH:5]([CH2:6][N:7]1[CH2:8][CH2:9][CH:10]([O:13][c:14]2[cH:15][c:16]([Cl:21])[c:17]([Cl:20])[cH:18][cH:19]2)[CH2:11][CH2:12]1)[OH:22].[O:42]1[CH2:43][CH2:44][CH2:45][CH2:46]1.[c:23]1([P:24]([c:25]2[cH:26][cH:27][cH:28][cH:29][cH:30]2)[c:31]2[cH:32][cH:33][cH:34][cH:35][cH:36]2)[cH:37][cH:38][cH:39][cH:40][cH:41]1>>[NH2:1][CH2:4][CH:5]([CH2:6][N:7]1[CH2:8][CH2:9][CH:10]([O:13][c:14]2[cH:15][c:16]([Cl:21])[c:17]([Cl:20])[cH:18][cH:19]2)[CH2:11][CH2:12]1)[OH:22].